Dataset: the Open Reaction Database (ORD), a public repository of structured organic reaction records. Task: describe an organic reaction: reactants, conditions, products, and yield Starting materials: C(C)(=O)OCC (Ethyl acetate), solution, O (water), COC([C@H](NC1=NC=CC=C1NC(C1=CC=C(C=C1)Cl)=O)C)=O ((R)-N-[3-[(4-chlorobenzoyl)amino]-2-pyridinyl]alanine methyl ester). The solvent is C(CO)O (ethylene glycol). Yields the product Cl.OCCOC([C@H](N1C(=NC=2C1=NC=CC2)C2=CC=C(C=C2)Cl)C)=O ((R)-2-(4-Chlorophenyl)-α-methyl-3H-imidazo[4,5-b]pyridine-3-acetic acid 2-hydroxyethyl ester hydrochloride). RXN SMILES: [CH3:1][O:2][C:3](=[O:23])[C@@H:4]([CH3:22])[NH:5][C:6]1[C:11]([NH:12][C:13](=O)[C:14]2[CH:19]=[CH:18][C:17]([Cl:20])=[CH:16][CH:15]=2)=[CH:10][CH:9]=[CH:8][N:7]=1.O.[C:25](OCC)(=[O:27])C>C(O)CO>[ClH:20].[OH:27][CH2:25][CH2:1][O:2][C:3](=[O:23])[C@@H:4]([CH3:22])[N:5]1[C:6]2=[N:7][CH:8]=[CH:9][CH:10]=[C:11]2[N:12]=[C:13]1[C:14]1[CH:19]=[CH:18][C:17]([Cl:20])=[CH:16][CH:15]=1 |f:4.5|. Procedure: A solution of (R)-N-[3-[(4-chlorobenzoyl)amino]-2-pyridinyl]alanine methyl ester (42.5 g, 0.0127 mole) in ethylene glycol (250 ml) was refluxed under nitrogen for one hour. The solution was cooled to room temperature and approximately 5 ml of the solution was added to water. Ethyl acetate was added and the layers were separated. The aqueous layer was extracted with two additional portions of ethyl acetate and the combined organic layers were washed three times with a saturated sodium chloride so...